Dataset: the Open Reaction Database (ORD), a public repository of structured organic reaction records. Task: describe an organic reaction: reactants, conditions, products, and yield Starting materials: CC(=O)OI1(C=2C=CC=CC2C(=O)O1)(OC(=O)C)OC(=O)C (Dess-Martin reagent), O1C(=NC2=C1C=CC=C2)/C=C/C[C@@H]([C@@H](C)N(C(=O)[C@H]([C@H](CC(=O)OC)C(=O)OC(C)(C)C)O)CC2=CC1=CC=CC=C1C=C2)C2=CC1=C(C=C2)OCO1 (methyl (3S,4S)-4-[N-{(1R,2R,4E)-5-(2-benzoxazolyl)-1-methyl-2-(3,4-methylenedioxyphenyl)-4-pentenyl}-N-(2-naphthylmethyl)carbamoyl]-3-tert-butoxycarbonyl-4-hydroxybutanoate), C(O)([O-])=O.[Na+] (sodium hydrogencarbonate). The solvent is C(Cl)(Cl)Cl (chloroform). Reaction conditions: time 1 hour. The product is O1C(=NC2=C1C=CC=C2)/C=C/C[C@@H]([C@@H](C)N(C(=O)C(=C(CC(=O)OC)C(=O)OC(C)(C)C)O)CC2=CC1=CC=CC=C1C=C2)C2=CC1=C(C=C2)OCO1 (Methyl 4-[N-{(1R,2R,4E)-5-(2-benzoxazolyl)-1-methyl-2-(3,4-methylenedioxyphenyl)-4-pentenyl}-N-(2-naphthylmethyl)carbamoyl]-3-tert-butoxycarbonyl-4-hydroxy-3-butenoate). Yield: 40.9%. As a reaction SMILES: [O:1]1[C:5]2[CH:6]=[CH:7][CH:8]=[CH:9][C:4]=2[N:3]=[C:2]1/[CH:10]=[CH:11]/[CH2:12][C@H:13]([C:45]1[CH:50]=[CH:49][C:48]2[O:51][CH2:52][O:53][C:47]=2[CH:46]=1)[C@H:14]([N:16]([CH2:34][C:35]1[CH:44]=[CH:43][C:42]2[C:37](=[CH:38][CH:39]=[CH:40][CH:41]=2)[CH:36]=1)[C:17]([C@@H:19]([OH:33])[C@@H:20]([C:26]([O:28][C:29]([CH3:32])([CH3:31])[CH3:30])=[O:27])[CH2:21][C:22]([O:24][CH3:25])=[O:23])=[O:18])[CH3:15].CC(OI1(OC(C)=O)(OC(C)=O)OC(=O)C2C=CC=CC1=2)=O.C(=O)([O-])O.[Na+]>C(Cl)(Cl)Cl>[O:1]1[C:5]2[CH:6]=[CH:7][CH:8]=[CH:9][C:4]=2[N:3]=[C:2]1/[CH:10]=[CH:11]/[CH2:12][C@H:13]([C:45]1[CH:50]=[CH:49][C:48]2[O:51][CH2:52][O:53][C:47]=2[CH:46]=1)[C@H:14]([N:16]([CH2:34][C:35]1[CH:44]=[CH:43][C:42]2[C:37](=[CH:38][CH:39]=[CH:40][CH:41]=2)[CH:36]=1)[C:17]([C:19]([OH:33])=[C:20]([C:26]([O:28][C:29]([CH3:31])([CH3:30])[CH3:32])=[O:27])[CH2:21][C:22]([O:24][CH3:25])=[O:23])=[O:18])[CH3:15] |f:2.3|. Reported procedure: 36 mg of methyl (3S,4S)-4-[N-{(1R,2R,4E)-5-(2-benzoxazolyl)-1-methyl-2-(3,4-methylenedioxyphenyl)-4-pentenyl}-N-(2-naphthylmethyl)carbamoyl]-3-tert-butoxycarbonyl-4-hydroxybutanoate was dissolved in 2 ml of chloroform, and 42 mg of a Dess-Martin reagent (periodenane) was added thereto, followed by stirring at room temperature for 1 hour. The reaction solution was poured into a mixed solution of a saturated sodium hydrogencarbonate aqueous solution and a saturated sodium thiosulfate aqueous solut... The reactants are C(C1=CC=CC=C1)N1N=C2C=C(C=CC2=C1)C=1C=C(N2N=CN=C(C21)N)[C@@H]2CNCCC2 (5-(2-benzyl-2H-indazol-6-yl)-7-[(3S)-piperidin-3-yl]pyrrolo[2,1-f][1,2,4]triazin-4-amine), CN(CC(=O)O)C (N,N-dimethylglycine), CCN=C=NCCCN(C)C.Cl (EDCl), C=1C=CC2=C(C1)N=NN2O (HOBt), C(C)(C)N(C(C)C)CC (N,N-diisopropylethylamine). The solvent is CN(C)C=O (DMF). Run at time 16 hour. Yields the product C(C1=CC=CC=C1)N1N=C2C=C(C=CC2=C1)C=1C=C(N2N=CN=C(C21)N)[C@@H]2CN(CCC2)C(CN(C)C)=O (5-(2-benzyl-2H-indazol-6-yl)-7{(3S)-1-[(dimethylamino)acetyl]piperidin-3-yl}pyrrolo[2,1-f][1,2,4]triazin-4-amine). Isolated yield 31.3%. Reaction SMILES: [CH2:1]([N:8]1[CH:16]=[C:15]2[C:10]([CH:11]=[C:12]([C:17]3[CH:18]=[C:19]([C@H:27]4[CH2:32][CH2:31][CH2:30][NH:29][CH2:28]4)[N:20]4[C:25]=3[C:24]([NH2:26])=[N:23][CH:22]=[N:21]4)[CH:13]=[CH:14]2)=[N:9]1)[C:2]1[CH:7]=[CH:6][CH:5]=[CH:4][CH:3]=1.[CH3:33][N:34]([CH3:39])[CH2:35][C:36](O)=[O:37].CCN=C=NCCCN(C)C.Cl.C1C=CC2N(O)N=NC=2C=1.C(N(CC)C(C)C)(C)C>CN(C=O)C>[CH2:1]([N:8]1[CH:16]=[C:15]2[C:10]([CH:11]=[C:12]([C:17]3[CH:18]=[C:19]([C@H:27]4[CH2:32][CH2:31][CH2:30][N:29]([C:36](=[O:37])[CH2:35][N:34]([CH3:39])[CH3:33])[CH2:28]4)[N:20]4[C:25]=3[C:24]([NH2:26])=[N:23][CH:22]=[N:21]4)[CH:13]=[CH:14]2)=[N:9]1)[C:2]1[CH:3]=[CH:4][CH:5]=[CH:6][CH:7]=1 |f:2.3|. Procedure: A mixture of 5-(2-benzyl-2H-indazol-6-yl)-7-[(3S)-piperidin-3-yl]pyrrolo[2,1-f][1,2,4]triazin-4-amine (95 mg, 0.22 mmol), N,N-dimethylglycine (28 mg, 0.27 mmol), EDCl (47 mg, 0.25 mmol), HOBt (33 mg, 0.25 mmol), and N,N-diisopropylethylamine (117 μL, 0.67 mmol) in DMF (2 mL) was stirred at rt for 16 h. The crude reaction mixture was purified via preparative HPLC using a gradient elution from 15% to 45% acetonitrile in water followed by filtration through an acidic resin, washing with MeOH. The p... The reactants are NC=1N=CC2=C(N1)N(C=C2C(=O)C=2C=NC=C(C2)N)C(COC2OCCCC2)(C)C ({2-amino-7-[1,1-dimethyl-2-(tetrahydro-pyran-2-yloxy)-ethyl]-7H-pyrrolo[2,3-d]pyrimidin-5-yl}-(5-amino-pyridin-3-yl)-methanone), C1(CC1)C=1C=NN(C1)CC(=O)O ((4-Cyclopropyl-pyrazol-1-yl)-acetic acid). The product is NC=1N=CC2=C(N1)N(C=C2C(=O)C=2C=C(C=NC2)NC(CN2N=CC(=C2)C2CC2)=O)C(CO)(C)C (N-{5-[2-Amino-7-(2-hydroxy-1,1-dimethyl-ethyl)-7H-pyrrolo[2,3-d]pyrimidine-5-carbonyl]-pyridin-3-yl}-2-(4-cyclopropyl-pyrazol-1-yl)-acetamide). Reaction SMILES: [NH2:1][C:2]1[N:3]=[CH:4][C:5]2[C:10]([C:11]([C:13]3[CH:14]=[N:15][CH:16]=[C:17]([NH2:19])[CH:18]=3)=[O:12])=[CH:9][N:8]([C:20]([CH3:30])([CH3:29])[CH2:21][O:22]C3CCCCO3)[C:6]=2[N:7]=1.[CH:31]1([C:34]2[CH:35]=[N:36][N:37]([CH2:39][C:40](O)=[O:41])[CH:38]=2)[CH2:33][CH2:32]1>>[NH2:1][C:2]1[N:3]=[CH:4][C:5]2[C:10]([C:11]([C:13]3[CH:18]=[C:17]([NH:19][C:40](=[O:41])[CH2:39][N:37]4[CH:38]=[C:34]([CH:31]5[CH2:32][CH2:33]5)[CH:35]=[N:36]4)[CH:16]=[N:15][CH:14]=3)=[O:12])=[CH:9][N:8]([C:20]([CH3:29])([CH3:30])[CH2:21][OH:22])[C:6]=2[N:7]=1. Procedure details: The title compound was prepared according to the method described for Example 1 using {2-amino-7-[1,1-dimethyl-2-(tetrahydro-pyran-2-yloxy)-ethyl]-7H-pyrrolo[2,3-d]pyrimidin-5-yl}-(5-amino-pyridin-3-yl)-methanone (Preparation 49) and (4-Cyclopropyl-pyrazol-1-yl)-acetic acid to afford the title compound as a white solid in 72% yield, 16.5 mg. Procedure: Potassium carbonate (0.766 g) was added to a stirred solution of 2-mercaptopyrimidine (0.622 g) in acetone (10 cm3) at ambient temperature. 2-(2-Bromoethyl)-1,3-dioxolane (1 g) was added to the resulting mixture and the reaction heated under reflux for 3.5 hours. The reaction mixture was left to cool overnight, then poured into water and extracted with diethyl ether. The organic phase was dried with magnesium sulfate and evaporated under reduced pressure to give a yellow oil. This material was u... Product: O1C(OCC1)CCSC1=NC=CC=N1 (2-[2-(1,3-dioxolan-2-yl)ethylthio]-pyrimidine). Solvent: CC(=O)C (acetone). As a reaction SMILES: C(=O)([O-])[O-].[K+].[K+].[SH:7][C:8]1[N:13]=[CH:12][CH:11]=[CH:10][N:9]=1.Br[CH2:15][CH2:16][CH:17]1[O:21][CH2:20][CH2:19][O:18]1.O>CC(C)=O>[O:18]1[CH2:19][CH2:20][O:21][CH:17]1[CH2:16][CH2:15][S:7][C:8]1[N:13]=[CH:12][CH:11]=[CH:10][N:9]=1 |f:0.1.2|. The reactants are O (water), C([O-])([O-])=O.[K+].[K+] (Potassium carbonate), SC1=NC=CC=N1 (2-mercaptopyrimidine), BrCCC1OCCO1 (2-(2-Bromoethyl)-1,3-dioxolane).